From a dataset of the Open Reaction Database (ORD), a public repository of structured organic reaction records. describe an organic reaction: reactants, conditions, products, and yield The reactants are C1(=CC=CC=C1)B(O)O (phenylboronic acid), NC(=O)C=1C=C(C=C2C(=NC=NC12)N[C@@H]1CN(CCC1)C(=O)OC(C)(C)C)I (tert-butyl (3S)-3-{[8-(aminocarbonyl)-6-iodoquinazolin-4-yl]amino}piperidine-1-carboxylate), C([O-])([O-])=O.[Cs+].[Cs+] (cesium carbonate). The reagents and catalysts are C(C)(C)(C)P(C(C)(C)C)(C(C)(C)C)[Pd]P(C(C)(C)C)(C(C)(C)C)C(C)(C)C (bis(tri-tert-butylphosphoranyl)palladium). The solvent is C1CCOC1 (THF). Run at time 20 minute. Yields the product NC(=O)C=1C=C(C=C2C(=NC=NC12)N[C@@H]1CN(CCC1)C(=O)OC(C)(C)C)C1=CC=CC=C1 (tert-butyl (3S)-3-{[8-(aminocarbonyl)-6-phenylquinazolin-4-yl]amino}piperidine-1-carboxylate). RXN SMILES: [C:1]1(B(O)O)[CH:6]=[CH:5][CH:4]=[CH:3][CH:2]=1.[NH2:10][C:11]([C:13]1[CH:14]=[C:15](I)[CH:16]=[C:17]2[C:22]=1[N:21]=[CH:20][N:19]=[C:18]2[NH:23][C@H:24]1[CH2:29][CH2:28][CH2:27][N:26]([C:30]([O:32][C:33]([CH3:36])([CH3:35])[CH3:34])=[O:31])[CH2:25]1)=[O:12].C(=O)([O-])[O-].[Cs+].[Cs+]>C(P([Pd]P(C(C)(C)C)(C(C)(C)C)C(C)(C)C)(C(C)(C)C)C(C)(C)C)(C)(C)C.C1COCC1>[NH2:10][C:11]([C:13]1[CH:14]=[C:15]([C:1]2[CH:6]=[CH:5][CH:4]=[CH:3][CH:2]=2)[CH:16]=[C:17]2[C:22]=1[N:21]=[CH:20][N:19]=[C:18]2[NH:23][C@H:24]1[CH2:29][CH2:28][CH2:27][N:26]([C:30]([O:32][C:33]([CH3:36])([CH3:35])[CH3:34])=[O:31])[CH2:25]1)=[O:12] |f:2.3.4|. Reported procedure: Combined phenylboronic acid (16.18 mg; 0.13 mmol; 1.20 eq.), tert-butyl (3S)-3-{[8-(aminocarbonyl)-6-iodoquinazolin-4-yl]amino}piperidine-1-carboxylate (55.00 mg; 0.11 mmol; 1.00 eq.), and bis(tri-tert-butylphosphoranyl)palladium (5.67 mg; 0.01 mmol; 0.10 eq.) in a microwave tube. Then added THF (0.70 ml) followed by cesium carbonate (0.22 ml; 2.00 M; 0.44 mmol; 4.00 eq.). Heated reaction in the microwave at 130 deg C. for 20 minutes. LCMS: M+1=448 major peak (266 present). Concentrated reaction...